From a dataset of the Open Reaction Database (ORD), a public repository of structured organic reaction records. describe an organic reaction: reactants, conditions, products, and yield The reactants are BrC1=C(NC(=C1SC(F)(F)F)C1=CC=C(C=C1)Cl)C(F)(F)F (3-bromo-5-(p-chlorophenyl)-2-(trifluoromethyl)-4-[(trifluoromethyl)thio]pyrrole), CC(C)([O-])C.[K+] (potassium tert-butoxide), C(C)OCCl (chloromethyl ethyl ether). Solvent: O1CCCC1 (tetrahydrofuran), CCOCC.O (ether water). Run at time 30 minute. The product is ethyl acetate hexanes, BrC1=C(N(C(=C1SC(F)(F)F)C1=CC=C(C=C1)Cl)COCC)C(F)(F)F (3-Bromo-5-(p-chlorophenyl)-1-(ethoxymethyl)-2-(trifluoromethyl)-4-[(trifluoromethyl)thio]pyrrole). As a reaction SMILES: [Br:1][C:2]1[C:6]([S:7][C:8]([F:11])([F:10])[F:9])=[C:5]([C:12]2[CH:17]=[CH:16][C:15]([Cl:18])=[CH:14][CH:13]=2)[NH:4][C:3]=1[C:19]([F:22])([F:21])[F:20].CC(C)([O-])C.[K+].[CH2:29]([O:31][CH2:32]Cl)[CH3:30]>O1CCCC1.CCOCC.O>[Br:1][C:2]1[C:6]([S:7][C:8]([F:10])([F:9])[F:11])=[C:5]([C:12]2[CH:13]=[CH:14][C:15]([Cl:18])=[CH:16][CH:17]=2)[N:4]([CH2:32][O:31][CH2:29][CH3:30])[C:3]=1[C:19]([F:22])([F:21])[F:20] |f:1.2,5.6|. Procedure: A solution of 3-bromo-5-(p-chlorophenyl)-2-(trifluoromethyl)-4-[(trifluoromethyl)thio]pyrrole (0.6 g, 1.4 mmol) and potassium tert-butoxide (0.19 g, 1.7 mmol) in tetrahydrofuran is stirred for 15 minutes, treated with chloromethyl ethyl ether (0.16 g, 1.7 mmol), stirred for 30 minutes and diluted with an ether/water mixture. The organic phase is separated, dried over anhydrous magnesium sulfate and concentrated in vacuo to obtain a residue. Chromatography of the residue using silica gel and a 1:... The reactants are CCO, [H][H], NCC(O)CN, O=[Pt], O=C(CCc1ccccc1)CCc1ccccc1. The product is NCC(O)CNC(CCc1ccccc1)CCc1ccccc1. Reaction SMILES: [CH3:29][CH2:30][OH:31].[H:25][H:26].[NH2:19][CH2:20][CH:21]([CH2:22][NH2:23])[OH:24].[Pt:27]=[O:28].[c:1]1([CH2:7][CH2:8][C:9]([CH2:10][CH2:11][c:12]2[cH:13][cH:14][cH:15][cH:16][cH:17]2)=[O:18])[cH:2][cH:3][cH:4][cH:5][cH:6]1>>[c:1]1([CH2:7][CH2:8][CH:9]([CH2:10][CH2:11][c:12]2[cH:13][cH:14][cH:15][cH:16][cH:17]2)[NH:23][CH2:22][CH:21]([CH2:20][NH2:19])[OH:24])[cH:2][cH:3][cH:4][cH:5][cH:6]1. Reactants: FC1=CC=C(C=C1)C1=NOC(=C1COC=1C=C(N(N1)C)C(=O)O)C (5-[3-(4-fluoro-phenyl)-5-methyl-isoxazol-4-ylmethoxy]-2-methyl-2H-pyrazole-3-carboxylic acid), NCC(CO)(C)C (3-amino-2,2-dimethyl-1-propanol). The product is OCC(CNC(=O)C=1N(N=C(C1)OCC=1C(=NOC1C)C1=CC=C(C=C1)F)C)(C)C (5-[3-(4-Fluoro-phenyl)-5-methyl-isoxazol-4-ylmethoxy]-2-methyl-2H-pyrazole-3-carboxylic acid (3-hydroxy-2,2-dimethyl-propyl)-amide). Isolated yield 70.0%. RXN SMILES: [F:1][C:2]1[CH:7]=[CH:6][C:5]([C:8]2[C:12]([CH2:13][O:14][C:15]3[CH:16]=[C:17]([C:21](O)=[O:22])[N:18]([CH3:20])[N:19]=3)=[C:11]([CH3:24])[O:10][N:9]=2)=[CH:4][CH:3]=1.[NH2:25][CH2:26][C:27]([CH3:31])([CH3:30])[CH2:28][OH:29]>>[OH:29][CH2:28][C:27]([CH3:31])([CH3:30])[CH2:26][NH:25][C:21]([C:17]1[N:18]([CH3:20])[N:19]=[C:15]([O:14][CH2:13][C:12]2[C:8]([C:5]3[CH:6]=[CH:7][C:2]([F:1])=[CH:3][CH:4]=3)=[N:9][O:10][C:11]=2[CH3:24])[CH:16]=1)=[O:22]. Procedure details: As described for example 55, 5-[3-(4-fluoro-phenyl)-5-methyl-isoxazol-4-ylmethoxy]-2-methyl-2H-pyrazole-3-carboxylic acid (100 mg, 0.3 mmol) was converted, using 3-amino-2,2-dimethyl-1-propanol instead of 2-amino-2-methyl-1-propanol, to the title compound (88 mg, 70%) which was obtained as a white solid. MS: m/e=417.2 [M+H]+. Starting materials: C(C1=CC=CC=C1)O[C@@H](CNC(CC(=O)N[C@H]1C(N(C2=C(CC1)C=CC=C2)CC2=CC=C(C=C2)C2=C(C=CC=C2)CNC(=O)OC(C)(C)C)=O)(C)C)C (3-[2(R)-Benzyloxypropyl]amino-3-methyl-N-[2,3,4,5-tetrahydro-2-oxo-1-[[2'-[(t-butoxycarbonylamino)methyl][1,1'-biphenyl]-4- yl]methyl]-1H-benzazepin-3(R)-yl]butanamide), Cl (hydrochloric acid). The reagents and catalysts are [Pd] (palladium on carbon). Run in CO (methanol). Run at time 24 hour. The product is O[C@@H](CNC(CC(=O)N[C@H]1C(N(C2=C(CC1)C=CC=C2)CC2=CC=C(C=C2)C2=C(C=CC=C2)CNC(=O)OC(C)(C)C)=O)(C)C)C (3-[2(R)-Hydroxypropyl]amino-3-methyl-N-[2,3,4,5-tetrahydro-2-oxo-1-[[2'-[(t-butoxycarbonylamino )methyl][1,1'-biphenyl]-4-yl]methyl]-1H-benzazepin-3(R)-yl]butanamide). Yield: 95.0%. Reaction SMILES: C([O:8][C@H:9]([CH3:53])[CH2:10][NH:11][C:12]([CH3:52])([CH3:51])[CH2:13][C:14]([NH:16][C@@H:17]1[CH2:23][CH2:22][C:21]2[CH:24]=[CH:25][CH:26]=[CH:27][C:20]=2[N:19]([CH2:28][C:29]2[CH:34]=[CH:33][C:32]([C:35]3[CH:40]=[CH:39][CH:38]=[CH:37][C:36]=3[CH2:41][NH:42][C:43]([O:45][C:46]([CH3:49])([CH3:48])[CH3:47])=[O:44])=[CH:31][CH:30]=2)[C:18]1=[O:50])=[O:15])C1C=CC=CC=1.Cl>CO.[Pd]>[OH:8][C@H:9]([CH3:53])[CH2:10][NH:11][C:12]([CH3:52])([CH3:51])[CH2:13][C:14]([NH:16][C@@H:17]1[CH2:23][CH2:22][C:21]2[CH:24]=[CH:25][CH:26]=[CH:27][C:20]=2[N:19]([CH2:28][C:29]2[CH:30]=[CH:31][C:32]([C:35]3[CH:40]=[CH:39][CH:38]=[CH:37][C:36]=3[CH2:41][NH:42][C:43]([O:45][C:46]([CH3:48])([CH3:47])[CH3:49])=[O:44])=[CH:33][CH:34]=2)[C:18]1=[O:50])=[O:15]. Procedure details: To a solution of 525 mg (0.695 mmol) of the intermediate prepared in Step A in 6 mL of methanol was added 0.350 mL (0.700 mmol) of 2N hydrochloric acid and 100 mg (20% w/w) of 30% palladium on carbon. The resulting mixture was shaken under a hydrogen atmosphere at 40 psi for 24 hours. The catalyst was removed by filtration through Celite and the solvent removed under vacuum. The residue was purified by column flash chromatography on silica gel, eluting with chloroform/10% ammonium hydroxide in m... Conditions: time 30 minute. Yields the product C1C(NC2=CC(=O)C(=O)C=C21)C(=O)O (dopachrome). The solvent is P(=O)([O-])([O-])[O-] (phosphate), P(=O)([O-])([O-])[O-] (phosphate). Procedure: To a 96-well plate, 40 μl of mushroom-derived tyrosinase (125 unit/ml; dissolved in a 67 mmol/l phosphate buffer solution; Sigma), 120 μl of 3,4-dihydroxyphenylalanine that serves as a substrate (L-dopa; 5 mmol/l; dissolved in a 67 mmol/l phosphate buffer solution; Sigma), and 40 μl of an inhibitor solution were added. The plate was allowed to stand for 37° C. for 30 minutes. Then, the amount of dopachrome produced was determined by absorbance at 490 nm. Tyrosinase inhibitory activity was expres... As a reaction SMILES: [OH:1][C:2]1[CH:3]=[C:4]([CH:11]=[CH:12][C:13]=1[OH:14])[CH2:5][C@@H:6]([C:8]([OH:10])=[O:9])[NH2:7]>P([O-])([O-])([O-])=O>[CH2:5]1[C:4]2[C:11](=[CH:12][C:13]([C:2]([CH:3]=2)=[O:1])=[O:14])[NH:7][CH:6]1[C:8]([OH:10])=[O:9]. The reactants are OC=1C=C(C[C@H](N)C(=O)O)C=CC1O (3,4-dihydroxyphenylalanine), O=C(O)[C@@H](N)CC1=CC=C(O)C(O)=C1 (L-dopa), inhibitor solution.